Task: describe an organic reaction: reactants, conditions, products, and yield. Dataset: the Open Reaction Database (ORD), a public repository of structured organic reaction records Starting materials: CO[PH](=O)CCC(C)=O, CCC(C)=O, [I-], [Na+]. Product: CC(=O)CC[PH](=O)[O-], [Na+]. RXN SMILES: [C:1]([CH3:2])(=[O:3])[CH2:4][CH2:5][PH:6]([O:7][CH3:8])=[O:9].[CH3:12][C:13]([CH2:14][CH3:15])=[O:16].[I-:11].[Na+:10]>>[C:1]([CH3:2])(=[O:3])[CH2:4][CH2:5][PH:6](=[O:7])[O-:9].[Na+:10]. The reactants are S(=O)(Cl)Cl (thionyl chloride), COC1=CC(=NC=C1C)CO (4-methoxy-5-methyl-2-pyridylmethanol), CCOCC (ether). Run in C(Cl)Cl (methylene chloride), C(Cl)Cl (methylene chloride). Conditions: time 2 hour. Yields the product Cl.ClCC1=NC=C(C(=C1)OC)C (2-(chloromethyl)-4-methoxy-5-methylpyridine hydrochloride). RXN SMILES: [CH3:1][O:2][C:3]1[C:8]([CH3:9])=[CH:7][N:6]=[C:5]([CH2:10]O)[CH:4]=1.S(Cl)([Cl:14])=O.CCOCC>C(Cl)Cl>[ClH:14].[Cl:14][CH2:10][C:5]1[CH:4]=[C:3]([O:2][CH3:1])[C:8]([CH3:9])=[CH:7][N:6]=1 |f:4.5|. Procedure: 28.1 g of 4-methoxy-5-methyl-2-pyridylmethanol, dissolved in 180 ml of methylene chloride, were added dropwise at 0° to 17 ml of thionyl chloride in 360 ml of methylene chloride. After stirring at room temperature for 16 hours 1400 ml of ether were added dropwise thereto while cooling and the mixture was stirred at room temperature for a further 2 hours. The separated crystals were filtered off under suction and washed with ether. There was obtained 2-(chloromethyl)-4-methoxy-5-methylpyridine hy... Reactants: complex, solution, C(=O)=O (dry ice), COC1=C(C(=CC=C1)OC)[Li] (2,6-dimethoxyphenyllithium), COC1=C(C(=O)[O-])C(=CC=C1)OC.[Li+] (lithium 2,6-dimethoxybenzoate), C1(=CC=CC=C1)C (toluene), complex. Solvent: CCCCCC (hexane), CCCCCC (hexane). Conditions: time 18 hour. Yields the product COC1=CC(=CC=C1)OC (1,3-dimethoxybenzene). As a reaction SMILES: C1(C)C=CC=CC=1.C(=O)=O.[CH3:11][O:12][C:13]1[CH:21]=[CH:20][CH:19]=[C:18]([O:22][CH3:23])[C:14]=1C([O-])=O.[Li+].COC1C=CC=C(OC)C=1[Li]>CCCCCC>[CH3:11][O:12][C:13]1[CH:21]=[CH:20][CH:19]=[C:18]([O:22][CH3:23])[CH:14]=1 |f:2.3|. Procedure: To a room temperature solution of 0.24 moles DMR in 55 ml hexane is added dropwise over a 45 minute period a solution of 0.2 mole of the complex solution of Example 1. After stirring 18 hours, the resulting yellow to orange colored mixture of DMPL is slowly drained into a slurry of 80 ml hexane, 70 ml toluene, and approximately 600 g dry ice (large excess of CO2). The carbonylation is continued at approximately -50° C. or 12 hours, then gradually allowed to warm to room temperature. The tan colo... Reactants: NC1=NC=CC=C1C (2-amino-3-methylpyridine), N1N=NC2=C1C=CC=C2 (benzotriazole), C=O (formaldehyde). The solvent is CCO (EtOH). Run at temperature 20 celsius, time 8 hour. Product: N1(N=NC2=C1C=CC=C2)CC2=NC=CC=C2C (2-[(1-benzotriazolyl)methyl]-3-methyl pyridine). Yield: 33.4%. Reaction SMILES: N[C:2]1[C:7]([CH3:8])=[CH:6][CH:5]=[CH:4][N:3]=1.[NH:9]1[C:13]2[CH:14]=[CH:15][CH:16]=[CH:17][C:12]=2[N:11]=[N:10]1.[CH2:18]=O>CCO>[N:9]1([CH2:18][C:2]2[C:7]([CH3:8])=[CH:6][CH:5]=[CH:4][N:3]=2)[C:13]2[CH:14]=[CH:15][CH:16]=[CH:17][C:12]=2[N:11]=[N:10]1. Procedure: A mixture of 2-amino-3-methylpyridine (43.28 g, 0.4 mol) and benzotriazole (47.65 g, 0.4 mol) in EtOH (500 mL) was treated over 5 minutes with formaldehyde (32.2 g of 37% solution, 0.4 mol). The mixture was stirred at 20° C. overnight, then cooled and filtered to give 2-[(1-benzotriazolyl)methyl]-3-methyl pyridine (30 g, 31%). A sample was crystallized from EtOH; mp 175°-177° C.